The task is: describe an organic reaction: reactants, conditions, products, and yield. This data is from the Open Reaction Database (ORD), a public repository of structured organic reaction records. The reactants are ClC=1N=C(C2=C(N1)SC(=N2)CN2CCC(CC2)C(C)(C)O)N2CCOCC2 (2-[1-(5-chloro-7-morpholin-4-ylthiazolo[5,4-d]pyrimidin-2-ylmethyl)piperidin-4-yl]propan-2-ol), C(C)C1=NC2=C(N1)C=CC=C2 (2-ethyl-1H-benzoimidazole), C([O-])([O-])=O.[Cs+].[Cs+] (cesium carbonate). The reagents and catalysts are S1C(=CC=C1)C(=O)[O-].[Cu+] (copper(I) thiophene-2-carboxylate). Run in CN1CCCC1=O (NMP), CO (MeOH). Product: C(C)C1=NC2=C(N1C=1N=C(C3=C(N1)SC(=N3)CN3CCC(CC3)C(C)(C)O)N3CCOCC3)C=CC=C2 (2-(1-((5-(2-ethyl-1H-benzo[d]imidazol-1-yl)-7-morpholinothiazolo[5,4-d]pyrimidin-2-yl)methyl)piperidin-4-yl)propan-2-ol). Yield: 35.9%. Reaction SMILES: Cl[C:2]1[N:3]=[C:4]([N:22]2[CH2:27][CH2:26][O:25][CH2:24][CH2:23]2)[C:5]2[N:10]=[C:9]([CH2:11][N:12]3[CH2:17][CH2:16][CH:15]([C:18]([OH:21])([CH3:20])[CH3:19])[CH2:14][CH2:13]3)[S:8][C:6]=2[N:7]=1.[CH2:28]([C:30]1[NH:34][C:33]2[CH:35]=[CH:36][CH:37]=[CH:38][C:32]=2[N:31]=1)[CH3:29].C(=O)([O-])[O-].[Cs+].[Cs+]>CN1C(=O)CCC1.CO.S1C=CC=C1C([O-])=O.[Cu+]>[CH2:28]([C:30]1[N:31]([C:2]2[N:3]=[C:4]([N:22]3[CH2:27][CH2:26][O:25][CH2:24][CH2:23]3)[C:5]3[N:10]=[C:9]([CH2:11][N:12]4[CH2:17][CH2:16][CH:15]([C:18]([OH:21])([CH3:20])[CH3:19])[CH2:14][CH2:13]4)[S:8][C:6]=3[N:7]=2)[C:32]2[CH:38]=[CH:37][CH:36]=[CH:35][C:33]=2[N:34]=1)[CH3:29] |f:2.3.4,7.8|. Procedure: A mixture 2-[1-(5-chloro-7-morpholin-4-ylthiazolo[5,4-d]pyrimidin-2-ylmethyl)piperidin-4-yl]propan-2-ol (100 mg, 0.24 mmol), 2-ethyl-1H-benzoimidazole (42 mg, 0.29 mmol), copper(I) thiophene-2-carboxylate (9 mg, 0.048 mmol) and cesium carbonate (119 mg, 0.36 mmol) in NMP (0.5 mL) was stirred at 110° C. for 18 hours. The reaction mixture was diluted with MeOH and loaded onto an Isolute® SCX-2 cartridge (5 g). The cartridge was washed with MeOH and the desired product was eluted with 2M NH3 in MeO...